From a dataset of the Open Reaction Database (ORD), a public repository of structured organic reaction records. describe an organic reaction: reactants, conditions, products, and yield The reactants are CC(=O)O, CC(=O)OC(C)=O, COc1ccc(-c2nc(C)c([N+](=O)[O-])[nH]2)cc1, [H][H]. Product: COc1ccc(-c2nc(C)c(NC(C)=O)[nH]2)cc1. Reaction SMILES: [C:27]([OH:28])(=[O:29])[CH3:30].[CH3:18][C:19](=[O:20])[O:21][C:22](=[O:23])[CH3:24].[CH3:1][O:2][c:3]1[cH:4][cH:5][c:6](-[c:9]2[nH:10][c:11]([N+:15]([O-:16])=[O:17])[c:12]([CH3:14])[n:13]2)[cH:7][cH:8]1.[H:25][H:26]>>[CH3:1][O:2][c:3]1[cH:4][cH:5][c:6](-[c:9]2[nH:10][c:11]([NH:15][C:19]([CH3:18])=[O:20])[c:12]([CH3:14])[n:13]2)[cH:7][cH:8]1. Reactants: COC(C(C)(C)C1=C(C=CC(=C1)[N+](=O)[O-])OCC1=CC=CC=C1)=O (2-(2-benzyloxy-5-nitrophenyl)-2-methylpropionic acid methyl ester), [OH-].[Li+] (lithium hydroxide), Cl (HCl), C(C)(=O)OCC (ethyl acetate). Run in O1CCOCC1 (1, 4-dioxane). Conditions: temperature 100 celsius. The product is C(C1=CC=CC=C1)OC1=C(C=C(C=C1)[N+](=O)[O-])C(C(=O)O)(C)C (2-(2-benzyloxy-5-nitrophenyl)-2-methylpropionic acid). Isolated yield 91.9%. As a reaction SMILES: C[O:2][C:3](=[O:24])[C:4]([C:7]1[CH:12]=[C:11]([N+:13]([O-:15])=[O:14])[CH:10]=[CH:9][C:8]=1[O:16][CH2:17][C:18]1[CH:23]=[CH:22][CH:21]=[CH:20][CH:19]=1)([CH3:6])[CH3:5].[OH-].[Li+].Cl.C(OCC)(=O)C>O1CCOCC1>[CH2:17]([O:16][C:8]1[CH:9]=[CH:10][C:11]([N+:13]([O-:15])=[O:14])=[CH:12][C:7]=1[C:4]([CH3:6])([CH3:5])[C:3]([OH:24])=[O:2])[C:18]1[CH:19]=[CH:20][CH:21]=[CH:22][CH:23]=1 |f:1.2|. Reported procedure: To the compound (1.54 g) obtained in Example 562 in 1, 4-dioxane (20 ml) was added an aqueous lithium hydroxide solution (1.0M, 47 ml). The reaction mixture was heated under reflux at 100° C. for 12 h and then 2 N HCl and ethyl acetate were added. The organic layer was washed with a saturated aqueous sodium chloride solution, dried with anhydrous sodium sulfate and the solvent was distilled off under reduced pressure. The resulting residue was recrystallized from ethyl acetate to give 1.355 g of... Starting materials: C(C)(C)(C)OC(NCCCNCC=1C2=CC=CC=C2C=C2C=CC=CC12)=O ({3-[(Anthracen-9-ylmethyl)-amino]-propyl}-carbamic acid tert-butyl ester), Cl (HCl). The solvent is C(C)O (ethanol). Conditions: temperature 0 celsius, time 10 minute. Yields the product Cl.C1=CC=CC2=CC3=CC=CC=C3C(=C12)CNCCCN (N1-Anthracen-9-ylmethyl-propane-1,3-diamine, Hydrochloride salt). The yield is 90.0%. As a reaction SMILES: C(OC(=O)[NH:7][CH2:8][CH2:9][CH2:10][NH:11][CH2:12][C:13]1[C:14]2[C:19]([CH:20]=[C:21]3[C:26]=1[CH:25]=[CH:24][CH:23]=[CH:22]3)=[CH:18][CH:17]=[CH:16][CH:15]=2)(C)(C)C.[ClH:28]>C(O)C>[ClH:28].[CH:25]1[C:26]2[C:21](=[CH:20][C:19]3[C:14]([C:13]=2[CH2:12][NH:11][CH2:10][CH2:9][CH2:8][NH2:7])=[CH:15][CH:16]=[CH:17][CH:18]=3)[CH:22]=[CH:23][CH:24]=1 |f:3.4|. Reported procedure: A solution of 12a (200 mg, 0.51 mmole) was dissolved in absolute ethanol (6 mL) and stirred at 0° C. for 10 minutes. A 4N HCl solution (10 mL) was added to the reaction mixture dropwise and stirred at 0° C. for 20 minutes and then at room temperature overnight. The solution was concentrated in vacuo to give 16 as a yellow solid in 90% yield. 1H NMR (CD3OD) δ 8.69 (s, 1H), 8.39 (d, 2H), 8.15 (d, 2H), 7.74 (m, 2H), 7.60 (m, 2H), 5.33 (s, 2H), 3.45 (t, 2H), 3.12 (t, 2H), 2.23 (q, 4H); 13C NMR (CD3O... Starting materials: [F-].C(CCC)[N+](CCCC)(CCCC)CCCC (tetrabutylammonium fluoride), FC=1C=C(C(=O)N2C3CCCCC23)C=C(C1OCC#C)F (7-[3,5-difluoro-4-(2-propynyloxy)benzoyl]-7-azabicyclo[4.1.0]heptane), [Cl-].[NH4+] (ammonium chloride). The solvent is O1CCCC1 (tetrahydrofuran). Reaction conditions: time 1 hour. The product is FC1C(CCCC1)NC(C1=CC(=C(C(=C1)F)OCC#C)F)=O (N-(2-fluorocyclohexyl)-3,5-difluoro-4-(2-propynyloxy)benzamide). Reaction SMILES: [F-:1].C([N+](CCCC)(CCCC)CCCC)CCC.[F:19][C:20]1[CH:21]=[C:22]([CH:32]=[C:33]([F:39])[C:34]=1[O:35][CH2:36][C:37]#[CH:38])[C:23]([N:25]1[CH:31]2[CH:26]1[CH2:27][CH2:28][CH2:29][CH2:30]2)=[O:24].[Cl-].[NH4+]>O1CCCC1>[F:1][CH:31]1[CH2:30][CH2:29][CH2:28][CH2:27][CH:26]1[NH:25][C:23](=[O:24])[C:22]1[CH:21]=[C:20]([F:19])[C:34]([O:35][CH2:36][C:37]#[CH:38])=[C:33]([F:39])[CH:32]=1 |f:0.1,3.4|. Reported procedure: At room temperature, 1.2 ml of tetrabutylammonium fluoride (1M tetrahydrofuran solution) was added dropwise to a mixture of 4 ml of tetrahydrofuran and 291 mg of 7-[3,5-difluoro-4-(2-propynyloxy)benzoyl]-7-azabicyclo[4.1.0]heptane. This mixture was stirred at room temperature for 1 hour. Then, an aqueous saturated ammonium chloride solution was added to the reaction mixture, and this was extracted with ethyl acetate. The organic layer was dried over magnesium sulfate, and concentrated under redu...